From a dataset of the Open Reaction Database (ORD), a public repository of structured organic reaction records. describe an organic reaction: reactants, conditions, products, and yield Starting materials: C(C1=CC=CC=C1)[C@H]1CN(CCN1)CC1=CC=C(C=C1)C1=C(C=CC=C1)Cl (3-(S)-benzyl-1-(2′-chloro-biphenyl-4-ylmethyl)-piperazine), C1(=CC=CC=C1)N=C=O (phenylisocyanate). Run in ClCCl (dichloromethane). Run at time 8 hour. Product: C1(=CC=CC=C1)NC(=O)N1[C@H](CN(CC1)CC1=CC=C(C=C1)C1=C(C=CC=C1)Cl)CC1=CC=CC=C1 (2-(S)-Benzyl-4-(2′-chloro-biphenyl-4-ylmethyl)-piperazine-1-carboxylic acid phenylamide). RXN SMILES: [CH2:1]([C@@H:8]1[NH:13][CH2:12][CH2:11][N:10]([CH2:14][C:15]2[CH:20]=[CH:19][C:18]([C:21]3[CH:26]=[CH:25][CH:24]=[CH:23][C:22]=3[Cl:27])=[CH:17][CH:16]=2)[CH2:9]1)[C:2]1[CH:7]=[CH:6][CH:5]=[CH:4][CH:3]=1.[C:28]1([N:34]=[C:35]=[O:36])[CH:33]=[CH:32][CH:31]=[CH:30][CH:29]=1>ClCCl>[C:28]1([NH:34][C:35]([N:13]2[CH2:12][CH2:11][N:10]([CH2:14][C:15]3[CH:20]=[CH:19][C:18]([C:21]4[CH:26]=[CH:25][CH:24]=[CH:23][C:22]=4[Cl:27])=[CH:17][CH:16]=3)[CH2:9][C@@H:8]2[CH2:1][C:2]2[CH:3]=[CH:4][CH:5]=[CH:6][CH:7]=2)=[O:36])[CH:33]=[CH:32][CH:31]=[CH:30][CH:29]=1. Reported procedure: 50 mg of 3-(S)-benzyl-1-(2′-chloro-biphenyl-4-ylmethyl)-piperazine were dissolved in dichloromethane, 2 equiv. phenylisocyanate was be added. The reaction was shaken at room temperature overnight. The reaction was concentrated in vacuo and the crude purified by column chromatography to afford 50 mg of the title compound as the free base. Treatment with 1 equiv. 2 M HCl in dioxane afforded 44 mg of its hydrochloride salt. Yield: 62%, ES MS (+) m/z 496. Starting materials: BrC1=CC(=C(C=C1)O)OCC (4-bromo-2-ethoxyphenol), BrCCC (1-bromopropane), [I-].[Na+] (sodium iodide), C([O-])([O-])=O.[K+].[K+] (potassium carbonate). Solvent: CN(C)C=O (DMF). Run at temperature 75 celsius, time 8 hour. The product is BrC1=CC(=C(C=C1)OCCC)OCC (1-bromo-3-ethoxy-4-propoxybenzene). Reaction SMILES: [Br:1][C:2]1[CH:7]=[CH:6][C:5]([OH:8])=[C:4]([O:9][CH2:10][CH3:11])[CH:3]=1.Br[CH2:13][CH2:14][CH3:15].[I-].[Na+].C(=O)([O-])[O-].[K+].[K+]>CN(C=O)C>[Br:1][C:2]1[CH:7]=[CH:6][C:5]([O:8][CH2:13][CH2:14][CH3:15])=[C:4]([O:9][CH2:10][CH3:11])[CH:3]=1 |f:2.3,4.5.6|. Procedure: A suspension of 4-bromo-2-ethoxyphenol (8 g), 1-bromopropane (4 ml), sodium iodide (5.5 g) and potassium carbonate (10.2 g) in DMF (10 ml) was stirred under nitrogen atmosphere at 75° C. overnight. The solvent was evaporated, and to the residue was added water. The mixture was extracted with ethyl acetate. The organic layer was washed with water and saturated brine and dried with anhydrous magnesium sulfate. The solvent was evaporated, and the residue was distilled under reduced pressure to give... Starting materials: Oc1ccc(OCc2ccccc2)cc1, CC(=O)C(C)Cl. Yields the product CC(=O)C(C)Oc1ccc(OCc2ccccc2)cc1. Reaction SMILES: [CH2:1]([c:2]1[cH:3][cH:4][cH:5][cH:6][cH:7]1)[O:8][c:9]1[cH:10][cH:11][c:12]([OH:15])[cH:13][cH:14]1.[Cl:16][CH:17]([C:18]([CH3:19])=[O:20])[CH3:21]>>[CH2:1]([c:2]1[cH:3][cH:4][cH:5][cH:6][cH:7]1)[O:8][c:9]1[cH:10][cH:11][c:12]([O:15][CH:17]([C:18]([CH3:19])=[O:20])[CH3:21])[cH:13][cH:14]1. Starting materials: C1CCC2=NCCCN2CC1 (DBU), O (water), C(C1=CC=CC=C1)OC1=CC=C(C=C1)C=C(C#N)S(=O)(=O)C1=CC=C(C=C1)C (3-(4-benzyloxy-phenyl)-2-(toluene-4-sulfonyl)-acrylonitrile), [N+](#[C-])CC(=O)OCC (ethyl isocyanoacetate). Solvent: hexanes, C1CCOC1 (THF), CCOC(=O)C (EtOAc). Conditions: time 2 hour. Yields the product C(C)OC(=O)C=1NC=C(C1C1=CC=C(C=C1)OCC1=CC=CC=C1)C#N (3-(4-benzyloxy-phenyl)-4-cyano-1H-pyrrole-2-carboxylic acid ethyl ester). Isolated yield 91.0%. Reaction SMILES: [CH2:1]([O:8][C:9]1[CH:14]=[CH:13][C:12]([CH:15]=[C:16](S(C2C=CC(C)=CC=2)(=O)=O)[C:17]#[N:18])=[CH:11][CH:10]=1)[C:2]1[CH:7]=[CH:6][CH:5]=[CH:4][CH:3]=1.C1CCN2C(=NCCC2)CC1.[N+:40]([CH2:42][C:43]([O:45][CH2:46][CH3:47])=[O:44])#[C-:41].O>C1COCC1.CCOC(C)=O>[CH2:46]([O:45][C:43]([C:42]1[NH:40][CH:41]=[C:16]([C:17]#[N:18])[C:15]=1[C:12]1[CH:11]=[CH:10][C:9]([O:8][CH2:1][C:2]2[CH:3]=[CH:4][CH:5]=[CH:6][CH:7]=2)=[CH:14][CH:13]=1)=[O:44])[CH3:47]. Procedure: A solution of 3-(4-benzyloxy-phenyl)-2-(toluene-4-sulfonyl)-acrylonitrile (250.43 g, 0.643 mol, prepared directly above) in anhydrous THF (2,500 mL) is treated with DBU (385.00 mL, 2.574 mol), followed by ethyl isocyanoacetate (150.00 g, 1.286 mol). The resulting reaction mixture is allowed to stir at room temperature for 2 hours. The reaction mixture is poured into water (4,000 mL) and the resulting solution is separated into 2 equal parts. Each part is extracted with EtOAc (3×800 mL each), the... The reactants are C(C)(=O)OC(C)C(CCC1=CC=CC=C1)C1=CC(=C(C=C1)OC1=CC=CC=C1)O ((2RS,3SR)-2-acetoxy-3-(3-hydroxy-4-phenoxyphenyl)-5-phenylpentane), [OH-].[Na+] (sodium hydroxide). Run in CO (methanol). Conditions: time 3.5 hour. Product: C(C1=CC=CC=C1)OC=1C=C(C=CC1OC1=CC=CC=C1)C(C(C)O)CCC1=CC=CC=C1 ((2RS,3SR)-3-(3-benzyloxy-4-phenoxyphenyl)-5-phenylpentan-2-ol). The yield is 96.0%. Reaction SMILES: C([O:4][CH:5]([CH:7]([C:16]1[CH:21]=[CH:20][C:19]([O:22][C:23]2[CH:28]=[CH:27][CH:26]=[CH:25][CH:24]=2)=[C:18]([OH:29])[CH:17]=1)[CH2:8][CH2:9][C:10]1C=CC=C[CH:11]=1)[CH3:6])(=O)C.[OH-].[Na+]>CO>[CH2:7]([O:29][C:18]1[CH:17]=[C:16]([CH:7]([CH2:8][CH2:9][C:10]2[CH:11]=[CH:8][CH:9]=[CH:10][CH:11]=2)[CH:5]([OH:4])[CH3:6])[CH:21]=[CH:20][C:19]=1[O:22][C:23]1[CH:24]=[CH:25][CH:26]=[CH:27][CH:28]=1)[C:16]1[CH:17]=[CH:18][CH:19]=[CH:20][CH:21]=1 |f:1.2|. Reported procedure: 160 mg of (2RS,3SR)-2-acetoxy-3-(3-hydroxy-4-phenoxyphenyl)-5-phenylpentane was dissolved in 5 ml of methanol, and 2.5 ml of a 1N sodium hydroxide aqueous solution was added, followed by stirring at room temperature for 3.5 hours. The reaction solution was concentrated under reduced pressure, and then, the residue was neutralized with 1N hydrochloric acid and extracted with ethyl acetate. The extract solution was washed with a saturated sodium chloride aqueous solution and then dried over anhydr... Starting materials: N#Cc1ccc2c(c1)CC(NS(=O)(=O)c1ccccc1)CN2, C1CCOC1, C[N+](C)(C)Cc1ccccc1, CC(=O)O, ClCCl, O=I(=O)Cl, O=I(=O)Cl, O=I(=O)Cl, O=I(=O)Cl. Product: N#Cc1cc(Cl)c2c(c1)CC(NS(=O)(=O)c1ccccc1)CN2. RXN SMILES: [C:1](#[N:2])[c:3]1[cH:4][c:5]2[c:10]([cH:11][cH:12]1)[NH:9][CH2:8][CH:7]([NH:13][S:14](=[O:15])(=[O:16])[c:17]1[cH:18][cH:19][cH:20][cH:21][cH:22]1)[CH2:6]2.[CH2:27]1[O:28][CH2:29][CH2:30][CH2:31]1.[CH2:48]([N+:49]([CH3:50])([CH3:51])[CH3:52])[c:53]1[cH:54][cH:55][cH:56][cH:57][cH:58]1.[CH3:23][C:24](=[O:25])[OH:26].[Cl:59][CH2:60][Cl:61].[I:32](=[O:33])(=[O:34])[Cl:35].[I:36]([Cl:37])(=[O:38])=[O:39].[I:40]([Cl:41])(=[O:42])=[O:43].[I:44]([Cl:45])(=[O:46])=[O:47]>>[C:1](#[N:2])[c:3]1[cH:4][c:5]2[c:10]([c:11]([Cl:35])[cH:12]1)[NH:9][CH2:8][CH:7]([NH:13][S:14](=[O:15])(=[O:16])[c:17]1[cH:18][cH:19][cH:20][cH:21][cH:22]1)[CH2:6]2.